describe an organic reaction: reactants, conditions, products, and yield From a dataset of the Open Reaction Database (ORD), a public repository of structured organic reaction records. Reactants: COC=1C=C(C=CC1)C1N(CCC1)CC1=NC=CC=C1 (2-(3-Methoxyphenyl)-1-(2-pyridinylmethyl)pyrrolidine), C([O-])(O)=O.[Na+] (sodium bicarbonate). Run in Br (hydrobromic acid). Yields the product N1=C(C=CC=C1)CN1C(CCC1)C=1C=C(C=CC1)O (3-[1-(2-Pyridinylmethyl)-2-pyrrolidinyl]phenol). Isolated yield 69.0%. RXN SMILES: C[O:2][C:3]1[CH:4]=[C:5]([CH:9]2[CH2:13][CH2:12][CH2:11][N:10]2[CH2:14][C:15]2[CH:20]=[CH:19][CH:18]=[CH:17][N:16]=2)[CH:6]=[CH:7][CH:8]=1.C(=O)(O)[O-].[Na+]>Br>[N:16]1[CH:17]=[CH:18][CH:19]=[CH:20][C:15]=1[CH2:14][N:10]1[CH2:11][CH2:12][CH2:13][CH:9]1[C:5]1[CH:4]=[C:3]([OH:2])[CH:8]=[CH:7][CH:6]=1 |f:1.2|. Reported procedure: To a solution of 2-(3-methoxyphenyl)pyrrolidine (3.0 g) in dry acetonitrile (70 ml) was added milled potassium carbonate (6.1 g) followed by 2-picolyl chloride hydrochloride (3.1 g) at ambient temperature, under nitrogen, with stirring for 65 hrs. The reaction mixture was filtered through a pad of celite, and the filter cake was washed with ethyl acetate. The combined filtrates were concentrated and the residue was purified by flash column chromatography (silica gel, 5% methanol/ether). The appr... Reactants: FC1(F)Oc2ccc(Br)cc2O1, O=C([O-])[O-], Cc1ccccc1, [I-], [K+], [K+], O=C1NCCC12CCC1(CC2)OCCO1. Yields the product O=C1N(c2ccc3c(c2)OC(F)(F)O3)CCC12CCC1(CC2)OCCO1. Reaction SMILES: [Br:23][c:24]1[cH:25][c:26]2[c:27]([cH:33][cH:34]1)[O:28][C:29]([F:31])([F:32])[O:30]2.[C:16](=[O:17])([O-:18])[O-:19].[CH3:35][c:36]1[cH:37][cH:38][cH:39][cH:40][cH:41]1.[I-:22].[K+:20].[K+:21].[O:1]1[CH2:2][CH2:3][O:4][C:5]12[CH2:6][CH2:7][C:8]1([C:9](=[O:13])[NH:10][CH2:11][CH2:12]1)[CH2:14][CH2:15]2>>[O:1]1[CH2:2][CH2:3][O:4][C:5]12[CH2:6][CH2:7][C:8]1([C:9](=[O:13])[N:10]([c:24]3[cH:25][c:26]4[c:27]([cH:33][cH:34]3)[O:28][C:29]([F:31])([F:32])[O:30]4)[CH2:11][CH2:12]1)[CH2:14][CH2:15]2. Starting materials: CC1CCC(C)C(C)(C)C1C=O, CC1CCC(C)C2(CO2)C1(C)C, CC1CCC(C)C(C)(C)C1=O. Yields the product C=C1C(C)CCC(C)C1(C)C. As a reaction SMILES: [CH3:13][C:14]1([CH3:15])[CH:16]([CH3:17])[CH2:18][CH2:19][CH:20]([CH3:21])[CH:22]1[CH:23]=[O:24].[CH3:1][C:2]1([CH3:12])[C:3]2([CH2:4][O:5]2)[CH:6]([CH3:11])[CH2:7][CH2:8][CH:9]1[CH3:10].[CH3:25][C:26]1([CH3:27])[CH:28]([CH3:29])[CH2:30][CH2:31][CH:32]([CH3:33])[C:34]1=[O:35]>>[CH3:1][C:2]1([CH3:12])[C:3](=[CH2:4])[CH:6]([CH3:11])[CH2:7][CH2:8][CH:9]1[CH3:10]. The reactants are CC(C)N=C=O, CC(C)(CC(=O)NC1CCc2ccccc2N(Cc2ccc(-c3ccccc3N)cc2)C1=O)NC(=O)OC(C)(C)C. Yields the product CC(C)NC(=O)Nc1ccccc1-c1ccc(CN2C(=O)C(NC(=O)CC(C)(C)NC(=O)OC(C)(C)C)CCc3ccccc32)cc1. Reaction SMILES: [CH:42]([CH3:43])([CH3:44])[N:45]=[C:46]=[O:47].[NH2:1][c:2]1[c:3](-[c:8]2[cH:9][cH:10][c:11]([CH2:14][N:15]3[C:16](=[O:41])[CH:17]([NH:26][C:27]([CH2:28][C:29]([CH3:30])([CH3:31])[NH:32][C:33](=[O:34])[O:35][C:36]([CH3:37])([CH3:38])[CH3:39])=[O:40])[CH2:18][CH2:19][c:20]4[c:21]3[cH:22][cH:23][cH:24][cH:25]4)[cH:12][cH:13]2)[cH:4][cH:5][cH:6][cH:7]1>>[NH:1]([c:2]1[c:3](-[c:8]2[cH:9][cH:10][c:11]([CH2:14][N:15]3[C:16](=[O:41])[CH:17]([NH:26][C:27]([CH2:28][C:29]([CH3:30])([CH3:31])[NH:32][C:33](=[O:34])[O:35][C:36]([CH3:37])([CH3:38])[CH3:39])=[O:40])[CH2:18][CH2:19][c:20]4[c:21]3[cH:22][cH:23][cH:24][cH:25]4)[cH:12][cH:13]2)[cH:4][cH:5][cH:6][cH:7]1)[C:46]([NH:45][CH:42]([CH3:43])[CH3:44])=[O:47]. Starting materials: FC(S(=O)(=O)OC=1C=C(C(C(=O)OC)=CC1)C(=O)OC)(F)F (dimethyl 4-trifluoromethanesulphonyloxyphthalate), C([O-])([O-])=O.[K+].[K+] (potassium carbonate), C(C=C)C1=CC(=C(C=C1)OCOCC)CC (4-allyl-1-ethoxymethoxy-2-ethylbenzene), B1C2CCCC1CCC2 (9-BBN), [Cl-].[NH4+] (ammonium chloride). Reagents/catalysts: P[C-]1C=CC=C1.[C-]1(C=CC=C1)P.[Fe+2].Cl[Pd]Cl (dichloropalladium diphosphinoferrocene). The solvent is CN(C)C=O (DMF), C1CCOC1 (THF). Run at temperature 0 celsius, time 12 hour. Yields the product C(C)OCOC1=C(C=C(C=C1)CCCC=1C=C(C(C(=O)OC)=CC1)C(=O)OC)CC (Dimethyl 4-[3-(4-ethoxymethoxy-3-ethylphenyl)propyl]phthalate). As a reaction SMILES: [CH2:1]([C:4]1[CH:9]=[CH:8][C:7]([O:10][CH2:11][O:12][CH2:13][CH3:14])=[C:6]([CH2:15][CH3:16])[CH:5]=1)[CH:2]=[CH2:3].B1C2CCCC1CCC2.FC(F)(F)S(O[C:32]1[CH:33]=[C:34]([C:42]([O:44][CH3:45])=[O:43])[C:35](=[CH:40][CH:41]=1)[C:36]([O:38][CH3:39])=[O:37])(=O)=O.C(=O)([O-])[O-].[K+].[K+].[Cl-].[NH4+]>C1COCC1.CN(C=O)C.P[C-]1C=CC=C1.[C-]1(P)C=CC=C1.[Fe+2].Cl[Pd]Cl>[CH2:13]([O:12][CH2:11][O:10][C:7]1[CH:8]=[CH:9][C:4]([CH2:1][CH2:2][CH2:3][C:41]2[CH:40]=[C:35]([C:36]([O:38][CH3:39])=[O:37])[C:34](=[CH:33][CH:32]=2)[C:42]([O:44][CH3:45])=[O:43])=[CH:5][C:6]=1[CH2:15][CH3:16])[CH3:14] |f:3.4.5,6.7,10.11.12.13|. Procedure details: 5 g (22.7 mmol) of 4-allyl-1-ethoxymethoxy-2-ethylbenzene are dissolved in 100 ml of anhydrous THF, and the medium is cooled to 0° C. 6.6 g (27 mmol) of 9-BBN are added, and the medium is brought to room temperature and then stirred for 12 hours. A solution of 7.8 g (22.6 mmol) of dimethyl 4-trifluoromethanesulphonyloxyphthalate in 100 ml of DMF is added, as well as 6.2 g (44.8 mmol) of potassium carbonate. The reaction medium is degassed with a nitrogen stream, and then 930 mg (1.1 mmol) of dic... Starting materials: [F-].[K+] (potassium fluoride), ClC1=NC=C(C(=C1)I)Cl (2,5-dichloro-4-iodopyridine), CN1CCCC1 (N-methylpyrrolidine), FC(F)(F)[Si](C)(C)C (trifluoromethyltrimethylsilane), N (ammonia). Reagents/catalysts: [Cu](I)I (Copper iodide). Conditions: time 20 minute. The product is ClC1=NC=C(C(=C1)C(F)(F)F)Cl (2,5-dichloro-4-trifluoromethylpyridine). The yield is 63.4%. As a reaction SMILES: [F-].[K+].CN1CCCC1.[F:9][C:10]([Si](C)(C)C)([F:12])[F:11].[Cl:17][C:18]1[CH:23]=[C:22](I)[C:21]([Cl:25])=[CH:20][N:19]=1.N>[Cu](I)I>[Cl:17][C:18]1[CH:23]=[C:22]([C:10]([F:12])([F:11])[F:9])[C:21]([Cl:25])=[CH:20][N:19]=1 |f:0.1|. Procedure details: Copper iodide (1.67 g) and potassium fluoride (0.51 g) were subjected to a reduced pressure (1 Torr) using a vacuum pump, and were heated with a heat gun for 20 minutes while stirring slowly. Under the argon atmosphere, 14 ml of N-methylpyrrolidine and 1.25 g of trifluoromethyltrimethylsilane were added, and a temperature was elevated to 50° C. over 20 minutes. After further stirring for 30 minutes, 2 g of 2,5-dichloro-4-iodopyridine was added, and the mixture was stirred for 20 hours. After all... The reactants are O=C(O)Cc1ccc(Br)cc1, O=C([O-])[O-], CCCC[N+](CCCC)(CCCC)CCCC, Cc1ncoc1C(=O)O, [Cl-], ClCCl, [Cs+], [Cs+], CN(C)C=O, O. The product is Cc1ncoc1-c1ccc(CC(=O)O)cc1. RXN SMILES: [Br:1][c:2]1[cH:3][cH:4][c:5]([CH2:8][C:9](=[O:10])[OH:11])[cH:6][cH:7]1.[C:21](=[O:22])([O-:23])[O-:24].[CH2:34]([N+:35]([CH2:36][CH2:37][CH2:38][CH3:39])([CH2:40][CH2:41][CH2:42][CH3:43])[CH2:44][CH2:45][CH2:46][CH3:47])[CH2:48][CH2:49][CH3:50].[CH3:12][c:13]1[n:14][cH:15][o:16][c:17]1[C:18]([OH:19])=[O:20].[Cl-:33].[Cl:51][CH2:52][Cl:53].[Cs+:25].[Cs+:26].[O:27]=[CH:28][N:29]([CH3:30])[CH3:31].[OH2:32]>>[c:2]1(-[c:17]2[c:13]([CH3:12])[n:14][cH:15][o:16]2)[cH:3][cH:4][c:5]([CH2:8][C:9](=[O:10])[OH:11])[cH:6][cH:7]1. Reactants: [C-]#N, CCOP(=O)(C#N)OCC, CCOC(=O)CCC1CCc2ccccc2C1=O, C1CCOC1, [Li+], CN(C)C=O, O. As a reaction SMILES: [C-:29]#[N:30].[C:19](#[N:20])[P:21](=[O:22])([O:23][CH2:24][CH3:25])[O:26][CH2:27][CH3:28].[CH2:1]([CH3:2])[O:3][C:4](=[O:5])[CH2:6][CH2:7][CH:8]1[C:9](=[O:18])[c:10]2[cH:11][cH:12][cH:13][cH:14][c:15]2[CH2:16][CH2:17]1.[CH2:33]1[O:34][CH2:35][CH2:36][CH2:37]1.[Li+:31].[O:38]=[CH:39][N:40]([CH3:41])[CH3:42].[OH2:32]>>[CH2:1]([CH3:2])[O:3][C:4](=[O:5])[CH2:6][CH2:7][C:8]1=[C:9]([C:19]#[N:20])[c:10]2[cH:11][cH:12][cH:13][cH:14][c:15]2[CH2:16][CH2:17]1. Yields the product CCOC(=O)CCC1=C(C#N)c2ccccc2CC1.